The task is: describe an organic reaction: reactants, conditions, products, and yield. This data is from the Open Reaction Database (ORD), a public repository of structured organic reaction records. Starting materials: BrC=1C=C(C(=NC1)O)C (5-bromo-2-hydroxy-3-methylpyridine), O1CCC(CC1)O (tetrahydro-4H-pyran-4-ol). The product is BrC=1C=C(C(=NC1)OC1CCOCC1)C (5-Bromo-3-methyl-2-(tetrahydro-pyran-4-yloxy)-pyridine). Reaction SMILES: [Br:1][C:2]1[CH:3]=[C:4]([CH3:9])[C:5]([OH:8])=[N:6][CH:7]=1.[O:10]1[CH2:15][CH2:14][CH:13](O)[CH2:12][CH2:11]1>>[Br:1][C:2]1[CH:3]=[C:4]([CH3:9])[C:5]([O:8][CH:13]2[CH2:14][CH2:15][O:10][CH2:11][CH2:12]2)=[N:6][CH:7]=1. Reported procedure: The title compound was prepared from 5-bromo-2-hydroxy-3-methylpyridine and tetrahydro-4H-pyran-4-ol in analogy to Example 9c): colorless solid. Reactants: CC(Cl)c1cccnc1, CCC(=O)C1(c2ccccc2)CCNCC1. The reagents and catalysts are O=C([O-])[O-].[Cs+].[Cs+] (cesium carbonate), [I-].[K+] (potassium iodide). Run in CN(C)C=O (DMF), CN(C)C=O (dmf), CN(C)C=O (DMF). Conditions: temperature 70 celsius, time 16 hour. Yields the product CCC(=O)C1(c2ccccc2)CCN(C(C)c2cccnc2)CC1. The reactants are ClC1(C(C1)CSC1=CC(=C(N)C=C1)[N+](=O)[O-])Cl (4-[(2,2-dichlorocyclopropyl)methyl]thio-2-nitroaniline). Reagents/catalysts: O=[Pt]=O (PtO2). Solvent: C(C)O (ethanol). Product: ClC1(C(C1)CSC1=CC(=C(C=C1)N)N)Cl (4-[(2,2-Dichlorocyclopropyl)methyl]thio-o-phenylenediamine). As a reaction SMILES: [Cl:1][C:2]1([Cl:17])[CH2:4][CH:3]1[CH2:5][S:6][C:7]1[CH:13]=[CH:12][C:10]([NH2:11])=[C:9]([N+:14]([O-])=O)[CH:8]=1>C(O)C.O=[Pt]=O>[Cl:17][C:2]1([Cl:1])[CH2:4][CH:3]1[CH2:5][S:6][C:7]1[CH:13]=[CH:12][C:10]([NH2:11])=[C:9]([NH2:14])[CH:8]=1. Procedure: A mixture of 8.8 g (0.03 mole) of 4-[(2,2-dichlorocyclopropyl)methyl]thio-2-nitroaniline and 0.6 g of PtO2 in 200 ml of absolute ethanol is reduced on the Parr hydrogenator at 50 psi until the theoretical amount of H2 is absorbed. The mixture is filtered and the solvent is removed in vacuo to yield a dark oil. Yields the product CC(=O)SCCNC(=O)C(CSC(=O)C(C)(C)C)NC(=O)C(C)C. Reactants: CC(C)(C)C(=O)Cl, CC(=O)SCCNC(=O)C(CS)NC(=O)C(C)C. Reaction SMILES: [C:19]([C:20]([CH3:21])([CH3:22])[CH3:23])(=[O:24])[Cl:25].[C:1]([CH:2]([CH3:3])[CH3:4])(=[O:5])[NH:6][CH:7]([CH2:8][SH:9])[C:10](=[O:11])[NH:12][CH2:13][CH2:14][S:15][C:16]([CH3:17])=[O:18]>>[C:1]([CH:2]([CH3:3])[CH3:4])(=[O:5])[NH:6][CH:7]([CH2:8][S:9][C:19]([C:20]([CH3:21])([CH3:22])[CH3:23])=[O:24])[C:10](=[O:11])[NH:12][CH2:13][CH2:14][S:15][C:16]([CH3:17])=[O:18]. Starting materials: CN, CO, COC(=O)c1nn(C)c2ccccc12. Yields the product CNCc1nn(C)c2ccccc12. RXN SMILES: [CH3:15][NH2:16].[CH3:17][OH:18].[CH3:1][n:2]1[n:3][c:4]([C:11]([O:12][CH3:13])=[O:14])[c:5]2[cH:6][cH:7][cH:8][cH:9][c:10]12>>[CH3:1][n:2]1[n:3][c:4]([CH2:11][NH:16][CH3:15])[c:5]2[cH:6][cH:7][cH:8][cH:9][c:10]12. The reactants are C=CC(C)=C (isoprene), C=CC1=CC=CC=C1 (styrene). Solvent: C1CCCCC1 (cyclohexane). The product is C=CC(C)=C.C=CC=C.C=CC1=CC=CC=C1.C=CC(C)=C.C=CC1=CC=CC=C1 (Isoprene Styrene-Butadiene Isoprene Styrene). RXN SMILES: [CH2:1]=[CH:2][C:3](=[CH2:5])[CH3:4].[CH2:6]=[CH:7][C:8]1[CH:13]=[CH:12][CH:11]=[CH:10][CH:9]=1>C1CCCCC1>[CH2:1]=[CH:2][C:3](=[CH2:4])[CH3:5].[CH2:6]=[CH:7][CH:8]=[CH2:9].[CH2:6]=[CH:7][C:8]1[CH:13]=[CH:12][CH:11]=[CH:10][CH:9]=1.[CH2:1]=[CH:2][C:3](=[CH2:4])[CH3:5].[CH2:1]=[CH:2][C:3]1[CH:4]=[CH:8][CH:7]=[CH:6][CH:5]=1 |f:3.4.5.6.7|. Procedure details: Finally, thereto was added a cyclohexane solution containing 1.5 parts by mass of isoprene and 15 parts by mass of styrene, and the resulting mixture was polymerized for 30 minutes at 70° C. to obtain a polymer. Yields the product C(#N)C=1C=C(COC2=CC=3C=C4N(C3C=C2)CCC4CC(=O)OC(C)(C)C)C=CC1C1CCCCC1 (tert-Butyl 2-(7-(3-Cyano-4-cyclohexylbenzyloxy)-2,3-dihydro-1H-pyrrolo[1,2-a]indol-1-yl)acetate). As a reaction SMILES: [OH:1][C:2]1[CH:10]=[CH:9][C:8]2[N:7]3[CH2:11][CH2:12][CH:13]([CH2:14][C:15]([O:17][C:18]([CH3:21])([CH3:20])[CH3:19])=[O:16])[C:6]3=[CH:5][C:4]=2[CH:3]=1.Cl[CH2:23][C:24]1[CH:25]=[CH:26][C:27]([CH:32]2[CH2:37][CH2:36][CH2:35][CH2:34][CH2:33]2)=[C:28]([CH:31]=1)[C:29]#[N:30].C(=O)([O-])[O-].[Cs+].[Cs+]>CN(C)C=O.C(OCC)(=O)C>[C:29]([C:28]1[CH:31]=[C:24]([CH:25]=[CH:26][C:27]=1[CH:32]1[CH2:37][CH2:36][CH2:35][CH2:34][CH2:33]1)[CH2:23][O:1][C:2]1[CH:10]=[CH:9][C:8]2[N:7]3[CH2:11][CH2:12][CH:13]([CH2:14][C:15]([O:17][C:18]([CH3:21])([CH3:20])[CH3:19])=[O:16])[C:6]3=[CH:5][C:4]=2[CH:3]=1)#[N:30] |f:2.3.4|. Procedure: To a solution of tert-butyl 2-(7-hydroxy-2,3-dihydro-1H-pyrrolo[1,2-a]indol-1-yl)acetate (40 mg, 0.139 mmol) and 5-(chloromethyl)-2-cyclohexylbenzonitrile (35.8 mg, 0.153 mmol) in N,N-dimethylformamide (3 mL) was added cesium carbonate (54.4 mg, 0.167 mmol). The mixture was stirred at 50° C. for 16 h. The mixture was cooled to room temperature, diluted with ethyl acetate and filtered through Celite®. The filtrate was concentrated under vacuum and purified by silica gel column chromatography to p... Yield: 85.2%. The solvent is C(C)(=O)OCC (ethyl acetate), CN(C=O)C (N,N-dimethylformamide). Conditions: temperature 50 celsius, time 16 hour. Reactants: OC1=CC=2C=C3N(C2C=C1)CCC3CC(=O)OC(C)(C)C (tert-butyl 2-(7-hydroxy-2,3-dihydro-1H-pyrrolo[1,2-a]indol-1-yl)acetate), ClCC=1C=CC(=C(C#N)C1)C1CCCCC1 (5-(chloromethyl)-2-cyclohexylbenzonitrile), C([O-])([O-])=O.[Cs+].[Cs+] (cesium carbonate).